From a dataset of the Open Reaction Database (ORD), a public repository of structured organic reaction records. describe an organic reaction: reactants, conditions, products, and yield Reactants: Cl (monohydrochloride), C([O-])([O-])=O.[K+].[K+] (potassium carbonate), C1(=CC=CC=C1)C1=NC2=CC=CC=C2C(=C1)CCC1CCNCC1 (2-phenyl-4-[2-(4-piperidyl)-ethyl]-quinoline), C1(=CC=CC=C1)CCBr (2-phenyl-ethyl bromide). Solvent: CN(C=O)C (dimethylformamide). Product: C1(=CC=CC=C1)CCN1CCC(CC1)CCC1=CC(=NC2=CC=CC=C12)C1=CC=CC=C1 (4-{2-[1-(2-phenyl-ethyl)-4-piperidyl]-ethyl}-2-phenyl-quinoline). Reaction SMILES: Cl.[C:2]1([C:8]2[CH:17]=[C:16]([CH2:18][CH2:19][CH:20]3[CH2:25][CH2:24][NH:23][CH2:22][CH2:21]3)[C:15]3[C:10](=[CH:11][CH:12]=[CH:13][CH:14]=3)[N:9]=2)[CH:7]=[CH:6][CH:5]=[CH:4][CH:3]=1.[C:26]1([CH2:32][CH2:33]Br)[CH:31]=[CH:30][CH:29]=[CH:28][CH:27]=1.C(=O)([O-])[O-].[K+].[K+]>CN(C)C=O>[C:26]1([CH2:32][CH2:33][N:23]2[CH2:24][CH2:25][CH:20]([CH2:19][CH2:18][C:16]3[C:15]4[C:10](=[CH:11][CH:12]=[CH:13][CH:14]=4)[N:9]=[C:8]([C:2]4[CH:3]=[CH:4][CH:5]=[CH:6][CH:7]=4)[CH:17]=3)[CH2:21][CH2:22]2)[CH:31]=[CH:30][CH:29]=[CH:28][CH:27]=1 |f:3.4.5|. Reported procedure: The operation is as in Example 21, starting from 9.3 g of the monohydrochloride of 2-phenyl-4-[2-(4-piperidyl)-ethyl]-quinoline, prepared as indicated in Example 16, 7.3 g of 2-phenyl-ethyl bromide and 18.1 g of potassium carbonate, in suspension in 130 ml of dimethylformamide. 8.3 g are obtained of 4-{2-[1-(2-phenyl-ethyl)-4-piperidyl]-ethyl}-2-phenyl-quinoline melting at 80° C.